From a dataset of the Open Reaction Database (ORD), a public repository of structured organic reaction records. describe an organic reaction: reactants, conditions, products, and yield Reactants: CC=CCC1Cc2ccc(C(C)C)cc2C1=O, CO, ClCCl, O=[O+][O-]. Product: CC(C)c1ccc2c(c1)C(=O)C(CC=O)C2. Reaction SMILES: [CH2:4]([CH:5]=[CH:6][CH3:7])[CH:8]1[C:9](=[O:20])[c:10]2[cH:11][c:12]([CH:17]([CH3:18])[CH3:19])[cH:13][cH:14][c:15]2[CH2:16]1.[CH3:24][OH:25].[Cl:21][CH2:22][Cl:23].[O-:1][O+:2]=[O:3]>>[O:1]=[CH:5][CH2:4][CH:8]1[C:9](=[O:20])[c:10]2[cH:11][c:12]([CH:17]([CH3:18])[CH3:19])[cH:13][cH:14][c:15]2[CH2:16]1. Reactants: CCc1c(-c2cn(-c3cc(C(=O)OC)ccc3C)cn2)cnn1-c1ccccc1, COc1c(N)cc(C(C)(C)C)cc1NS(C)(=O)=O. Product: CCc1c(-c2cn(-c3cc(C(=O)Nc4cc(C(C)(C)C)cc(NS(C)(=O)=O)c4OC)ccc3C)cn2)cnn1-c1ccccc1. RXN SMILES: [CH3:19][O:20][C:21]([c:22]1[cH:23][c:24](-[n:29]2[cH:30][n:31][c:32](-[c:34]3[cH:35][n:36][n:37](-[c:41]4[cH:42][cH:43][cH:44][cH:45][cH:46]4)[c:38]3[CH2:39][CH3:40])[cH:33]2)[c:25]([CH3:28])[cH:26][cH:27]1)=[O:47].[NH2:1][c:2]1[c:3]([O:17][CH3:18])[c:4]([NH:12][S:13](=[O:14])(=[O:15])[CH3:16])[cH:5][c:6]([C:8]([CH3:9])([CH3:10])[CH3:11])[cH:7]1>>[NH:1]([c:2]1[c:3]([O:17][CH3:18])[c:4]([NH:12][S:13](=[O:14])(=[O:15])[CH3:16])[cH:5][c:6]([C:8]([CH3:9])([CH3:10])[CH3:11])[cH:7]1)[C:21](=[O:20])[c:22]1[cH:23][c:24](-[n:29]2[cH:30][n:31][c:32](-[c:34]3[cH:35][n:36][n:37](-[c:41]4[cH:42][cH:43][cH:44][cH:45][cH:46]4)[c:38]3[CH2:39][CH3:40])[cH:33]2)[c:25]([CH3:28])[cH:26][cH:27]1. Starting materials: CN1CCOCC1 (NMM), C=1C=CC2=C(C1)N=NN2O (HOBT), C(C)(C)(C)OC(=O)NCCOCCOCCOCCOCCC(=O)O (3-(2-{2-[2-(2-tert-butoxycarbonylamino-ethoxy)-ethoxy]-ethoxy}-ethoxy)-propionic acid), CCN=C=NCCCN(C)C (EDAC), ClC1=C(C=C(C=C1)C1=C(N=C(S1)N)C)S(=O)(=O)C (5-(4-chloro-3-methanesulfonyl-phenyl)-4-methyl-thiazol-2-ylamine). The solvent is CN(C=O)C (dimethylformamide). Yields the product C(C)(C)(C)OC(NCCOCCOCCOCCOCCC(NC=1SC(=C(N1)C)C1=CC(=C(C=C1)Cl)S(=O)(=O)C)=O)=O ((2-{2-[2-(2-{2[5-(4-chloro-3-methanesulfonyl-phenyl)-4-methyl-thiazol-2-ylcarbamoyl]-ethoxy}-ethoxy)-ethoxy]-ethoxy}-ethyl)-carbamic acid tert-butyl ester), residual solvent. RXN SMILES: [C:1]([O:5][C:6]([NH:8][CH2:9][CH2:10][O:11][CH2:12][CH2:13][O:14][CH2:15][CH2:16][O:17][CH2:18][CH2:19][O:20][CH2:21][CH2:22][C:23]([OH:25])=O)=[O:7])([CH3:4])([CH3:3])[CH3:2].CCN=C=NCCCN(C)C.C1C=CC2N(O)N=NC=2C=1.CN1CCOCC1.[Cl:54][C:55]1[CH:60]=[CH:59][C:58]([C:61]2[S:65][C:64]([NH2:66])=[N:63][C:62]=2[CH3:67])=[CH:57][C:56]=1[S:68]([CH3:71])(=[O:70])=[O:69]>CN(C)C=O>[C:1]([O:5][C:6](=[O:7])[NH:8][CH2:9][CH2:10][O:11][CH2:12][CH2:13][O:14][CH2:15][CH2:16][O:17][CH2:18][CH2:19][O:20][CH2:21][CH2:22][C:23](=[O:25])[NH:66][C:64]1[S:65][C:61]([C:58]2[CH:59]=[CH:60][C:55]([Cl:54])=[C:56]([S:68]([CH3:71])(=[O:70])=[O:69])[CH:57]=2)=[C:62]([CH3:67])[N:63]=1)([CH3:2])([CH3:3])[CH3:4]. Procedure details: 3-(2-{2-[2-(2-tert-butoxycarbonylamino-ethoxy)-ethoxy]-ethoxy}-ethoxy)-propionic acid (690 mg 1.9 mmol), EDAC (403 mg 2.1 mmol), HOBT (284 mg 2.1 mmol), NMM (420 uL 3.8 mmol) and 5-(4-chloro-3-methanesulfonyl-phenyl)-4-methyl-thiazol-2-ylamine (520 mg 1.7 mmol) were combined in dimethylformamide (16 ml) and stirred over night at room temperature. The solvent was removed under reduced pressure and the residue dissolved in dichloromethane (150 ml), washed with 1M HCl aqueous solution (50 ml) and s... Starting materials: C(C)(C)(C)C1=CC(=NO1)NC1=NC2=C(N1C)C=CC(=C2)NC2=NC(=NC=C2)Cl (N2-(5-tert-Butyl-isoxazol-3-yl)-N5-(2-chloro-pyrimidin-4-yl)-1-methyl-1H benzoimidazole-2,5-diamine), N1(CCOCC1)S(=O)(=O)C=1C=C(C=CC1)N (3-(Morpholine-4-sulfonyl)-phenylamine). Yields the product C(C)(C)(C)C1=CC(=NO1)NC1=NC2=C(N1C)C=CC(=C2)NC2=NC(=NC=C2)NC2=CC(=CC=C2)S(=O)(=O)N2CCOCC2 (N2-(5-tert-Butyl-isoxazol-3-yl)-1-methyl-N5-{2-[3-(morpholine-4-sulfonyl)-phenylamino]-pyrimidin-4-yl}-1H-benzoimidazole-2,5-diamine). Reaction SMILES: [C:1]([C:5]1[O:9][N:8]=[C:7]([NH:10][C:11]2[N:15]([CH3:16])[C:14]3[CH:17]=[CH:18][C:19]([NH:21][C:22]4[CH:27]=[CH:26][N:25]=[C:24](Cl)[N:23]=4)=[CH:20][C:13]=3[N:12]=2)[CH:6]=1)([CH3:4])([CH3:3])[CH3:2].[N:29]1([S:35]([C:38]2[CH:39]=[C:40]([NH2:44])[CH:41]=[CH:42][CH:43]=2)(=[O:37])=[O:36])[CH2:34][CH2:33][O:32][CH2:31][CH2:30]1>>[C:1]([C:5]1[O:9][N:8]=[C:7]([NH:10][C:11]2[N:15]([CH3:16])[C:14]3[CH:17]=[CH:18][C:19]([NH:21][C:22]4[CH:27]=[CH:26][N:25]=[C:24]([NH:44][C:40]5[CH:41]=[CH:42][CH:43]=[C:38]([S:35]([N:29]6[CH2:34][CH2:33][O:32][CH2:31][CH2:30]6)(=[O:37])=[O:36])[CH:39]=5)[N:23]=4)=[CH:20][C:13]=3[N:12]=2)[CH:6]=1)([CH3:4])([CH3:3])[CH3:2]. Procedure details: The title compound was prepared following the procedure of Example I with N2-(5-tert-Butyl-isoxazol-3-yl)-N5-(2-chloro-pyrimidin-4-yl)-1-methyl-1H benzoimidazole-2,5-diamine (35 mg, 0.09 mmol) and 3-(Morpholine-4-sulfonyl)-phenylamine (23 mg, 0.10 mmol) to afford an off white solid (32 mg, 005. mmol). MS (ESI) m/z=605 [M+H]+. Starting materials: CC(=O)C1CN2CCC1CC2, CON, CO, Cl, Cl. The product is CON=C(C)C1CN2CCC1CC2, Cl. RXN SMILES: [C:2]([CH3:3])(=[O:4])[CH:5]1[CH2:6][N:7]2[CH2:8][CH2:9][CH:10]1[CH2:11][CH2:12]2.[CH3:14][O:15][NH2:16].[CH3:17][OH:18].[ClH:13].[ClH:1]>>[C:2]([CH3:3])([CH:5]1[CH2:6][N:7]2[CH2:8][CH2:9][CH:10]1[CH2:11][CH2:12]2)=[N:16][O:15][CH3:14].[ClH:1]. Reactants: N1=C(C=CC=C1)C1=NC=CC=C1 (2,2′-bipyridine), C([O-])([O-])=O.[Na+].[Na+] (sodium carbonate), C=1C=CN=C(C1)C=2C=CC=CN2 (bipyridine), C1=CC=NC(=C1)C2=CC=CC=N2 (BiPy), C1(CC1)B(O)O (cyclopropylboronic acid), crude product, ClC1=CC2=C(C=N1)C=CN2 (6-chloro-1H-pyrrolo[3,2-c]pyridine), C1(CC1)B(O)O (cyclopropylboronic acid). Reagents/catalysts: C(C)(=O)[O-].[Cu+2].C(C)(=O)[O-] (copper(II) acetate), CC(=O)[O-].CC(=O)[O-].[Cu+2] (Cu(OAc)2), [O-]S(=O)(=O)[O-].[Cu+2] (CuSO4). The solvent is ClCCCl (1,2-dichloroethane), ClCCCl (1,2-dichloroethane), CO (MeOH), [Cl-].[Na+].O (brine), CCOC(=O)C (EtOAc), CCOC(=O)C (EtOAc). Run at temperature 70 celsius, time 12 hour. Yields the product ClC1=CC2=C(C=N1)C=CN2C2CC2 (6-chloro-1-cyclopropyl-1H-pyrrolo[3,2-c]pyridine). Isolated yield 116.5%. As a reaction SMILES: N1C=CC=CC=1[C:7]1[CH:12]=[CH:11]C=CN=1.[Cl:13][C:14]1[N:19]=[CH:18][C:17]2[CH:20]=[CH:21][NH:22][C:16]=2[CH:15]=1.C1(B(O)O)CC1.C(=O)([O-])[O-].[Na+].[Na+]>ClCCCl.[Cl-].[Na+].O.CO.C([O-])(=O)C.[Cu+2].C([O-])(=O)C.[O-]S([O-])(=O)=O.[Cu+2].CCOC(C)=O>[Cl:13][C:14]1[N:19]=[CH:18][C:17]2[CH:20]=[CH:21][N:22]([CH:11]3[CH2:12][CH2:7]3)[C:16]=2[CH:15]=1 |f:3.4.5,7.8.9,11.12.13,14.15|. Procedure: In a 2 L round bottom flask were added copper(II) acetate (8.9 g, 49 mmol) and 2,2′-bipyridine (7.8 g, 49 mmol) in 1,2-dichloroethane (240 ml). This was heated to 70° C. Separately were suspended 6-chloro-1H-pyrrolo[3,2-c]pyridine (15 g, 98 mmol) and cyclopropylboronic acid (17 g, 200 mmol) in 1,2-dichloroethane (240 ml). To the first heated mixture was added sodium carbonate (21 g, 200 mmol), followed by the second mixture, and the resulting mixture turned from green to dark red color. The mixt...